Dataset: the Open Reaction Database (ORD), a public repository of structured organic reaction records. Task: describe an organic reaction: reactants, conditions, products, and yield Reactants: ( b ), C1(=CC(=CC=C1)C(=O)O)C1=CC=CC=C1 (3-biphenyl carboxylic acid), Cl.NO (hydroxylamine hydrochloride). The product is C1(=CC(=CC=C1)C(=O)NO)C1=CC=CC=C1 (3-biphenyl hydroxamic acid). As a reaction SMILES: [C:1]1([C:10]2[CH:15]=[CH:14][CH:13]=[CH:12][CH:11]=2)[CH:6]=[CH:5][CH:4]=[C:3]([C:7](O)=[O:8])[CH:2]=1.Cl.[NH2:17][OH:18]>>[C:1]1([C:10]2[CH:15]=[CH:14][CH:13]=[CH:12][CH:11]=2)[CH:6]=[CH:5][CH:4]=[C:3]([C:7]([NH:17][OH:18])=[O:8])[CH:2]=1 |f:1.2|. Reported procedure: Using the procedure of Example 1 part (b), but using 3-biphenyl carboxylic acid and hydroxylamine hydrochloride, the desired compound was obtained. Starting materials: CC(C#N)(C[C@@]1(CCN(C(O1)=O)[C@@H](C)C1=CC=C(C=C1)B1OC(C(O1)(C)C)(C)C)C1=CC=CC=C1)C (2,2-dimethyl-3-((R)-2-oxo-6-phenyl-3-((S)-1-(4-(4,4,5,5-tetramethyl-1,3,2-dioxaborolan-2-yl)phenyl)ethyl)-1,3-oxazinan-6-yl)propanenitrile), BrC1=NC=C(C(=O)NC(C)(C)C)C=C1 (6-bromo-N-tert-butylnicotinamide). Product: C(C)(C)(C)NC(C1=CN=C(C=C1)C1=CC=C(C=C1)[C@H](C)N1C(O[C@](CC1)(C1=CC=CC=C1)CC(C)(C)C#N)=O)=O (N-tert-butyl-6-(4-((S)-1-((R)-6-(2-cyano-2-methylpropyl)-2-oxo-6-phenyl-1,3-oxazinan-3-yl)ethyl)phenyl)nicotinamide). RXN SMILES: [CH3:1][C:2]([CH3:36])([CH2:5][C@@:6]1([C:30]2[CH:35]=[CH:34][CH:33]=[CH:32][CH:31]=2)[O:11][C:10](=[O:12])[N:9]([C@H:13]([C:15]2[CH:20]=[CH:19][C:18](B3OC(C)(C)C(C)(C)O3)=[CH:17][CH:16]=2)[CH3:14])[CH2:8][CH2:7]1)[C:3]#[N:4].Br[C:38]1[CH:50]=[CH:49][C:41]([C:42]([NH:44][C:45]([CH3:48])([CH3:47])[CH3:46])=[O:43])=[CH:40][N:39]=1>>[C:45]([NH:44][C:42](=[O:43])[C:41]1[CH:49]=[CH:50][C:38]([C:18]2[CH:17]=[CH:16][C:15]([C@@H:13]([N:9]3[CH2:8][CH2:7][C@:6]([CH2:5][C:2]([C:3]#[N:4])([CH3:36])[CH3:1])([C:30]4[CH:35]=[CH:34][CH:33]=[CH:32][CH:31]=4)[O:11][C:10]3=[O:12])[CH3:14])=[CH:20][CH:19]=2)=[N:39][CH:40]=1)([CH3:48])([CH3:47])[CH3:46]. Procedure: The title compound was prepared from 2,2-dimethyl-3-((R)-2-oxo-6-phenyl-3-((S)-1-(4-(4,4,5,5-tetramethyl-1,3,2-dioxaborolan-2-yl)phenyl)ethyl)-1,3-oxazinan-6-yl)propanenitrile and 6-bromo-N-tert-butylnicotinamide following a procedure analogous to that described in Example 1 Step 2. LC-MS Method 2 tR=1.323 min, m/z=539.3; 1H NMR (CDCl3) 1.35 (s, 3H), 1.49 (s, 3H), 1.53 (s, 9H), 1.56 (m, 3H), 2.18 (m, 2H), 2.33 (m, 1H), 2.49 (m, 2H), 2.93 (m, 1H), 5.70 (m, 1H), 6.00 (m, 1H), 6.98 (d, 2H), 7.38 (m... Starting materials: ice water, [OH-].[Na+] (sodium hydroxide), BrBr (bromine), ClC1=CC(=C(N)C=C1)[N+](=O)[O-] (4-chloro-2-nitroaniline), [S-]C#N.[NH4+] (ammonium thiocyanate). Solvent: CO (methanol), CO (methanol). Reaction conditions: time 2 hour. The product is ClC1=CC(=C(N)C=C1SC#N)[N+](=O)[O-] (4-chloro-2-nitro-5-thiocyanatoaniline). The yield is 89.6%. RXN SMILES: BrBr.[Cl:3][C:4]1[CH:10]=[CH:9][C:7]([NH2:8])=[C:6]([N+:11]([O-:13])=[O:12])[CH:5]=1.[S-:14][C:15]#[N:16].[NH4+].[OH-].[Na+]>CO>[Cl:3][C:4]1[C:10]([S:14][C:15]#[N:16])=[CH:9][C:7]([NH2:8])=[C:6]([N+:11]([O-:13])=[O:12])[CH:5]=1 |f:2.3,4.5|. Procedure: A solution 8 ml of bromine 7.00 g in methanol was added dropwise to a suspension 8 ml of 4-chloro-2-nitroaniline 6.61 g (38.3 mmol) and ammonium thiocyanate 7.00 g (92.0 mmol) in methanol, and the mixture was stirred for 2 hours at room temperature. The reaction mixture was poured into ice water and alkalized with 4N sodium hydroxide, and the precipitated crystals were filtered. The crystals were washed with water and with ether and dried under reduced pressure, and 4-chloro-2-nitro-5-thiocyanat... Starting materials: C1CCNCC1, CCO, O=C1Cc2c(cccc2-c2ccc(F)cc2)N1, Cc1[nH]c(C=O)c(C)c1C(=O)NCCn1ccnn1. Product: Cc1[nH]c(C=C2C(=O)Nc3cccc(-c4ccc(F)cc4)c32)c(C)c1C(=O)NCCn1ccnn1. As a reaction SMILES: [CH2:37]1[CH2:38][CH2:39][NH:40][CH2:41][CH2:42]1.[CH3:43][CH2:44][OH:45].[F:1][c:2]1[cH:3][cH:4][c:5](-[c:8]2[c:9]3[c:13]([cH:14][cH:15][cH:16]2)[NH:12][C:11](=[O:17])[CH2:10]3)[cH:6][cH:7]1.[n:18]1([CH2:23][CH2:24][NH:25][C:26](=[O:27])[c:28]2[c:29]([CH3:36])[nH:30][c:31]([CH:34]=[O:35])[c:32]2[CH3:33])[n:19][n:20][cH:21][cH:22]1>>[F:1][c:2]1[cH:3][cH:4][c:5](-[c:8]2[c:9]3[c:13]([cH:14][cH:15][cH:16]2)[NH:12][C:11](=[O:17])[C:10]3=[CH:34][c:31]2[nH:30][c:29]([CH3:36])[c:28]([C:26]([NH:25][CH2:24][CH2:23][n:18]3[n:19][n:20][cH:21][cH:22]3)=[O:27])[c:32]2[CH3:33])[cH:6][cH:7]1.